From a dataset of the Open Reaction Database (ORD), a public repository of structured organic reaction records. describe an organic reaction: reactants, conditions, products, and yield The reactants are C(=O)([O-])[O-].[K+].[K+] (K2CO3), O1C=CC2=C1C=CC(=C2)C(=O)OC (Methyl benzofuran-5-carboxylate), BrBr (Br2), C(=O)(O)[O-].[Na+] (NaHCO3). The solvent is C(Cl)Cl (CH2Cl2). Conditions: time 1 hour. Product: CC=1OC2=C(C1Br)C=CC=C2 (methyl 3-bromo-1-benzofuran). Yield: 75.0%. Reaction SMILES: O1[C:5]2[CH:6]=[CH:7][C:8]([C:10](OC)=O)=C[C:4]=2[CH:3]=[CH:2]1.[C:14]([O-:17])(O)=O.[Na+].[Br:19]Br.C([O-])([O-])=O.[K+].[K+]>C(Cl)Cl>[CH3:10][C:8]1[O:17][C:14]2[CH:2]=[CH:3][CH:4]=[CH:5][C:6]=2[C:7]=1[Br:19] |f:1.2,4.5.6|. Procedure: Methyl benzofuran-5-carboxylate (1.74 g, 9.9 mmol) is dissolved in CH2Cl2 (50 mL), layered with saturated NaHCO3 (75 mL) using very slow magnetic stirring so that the two layers are not mixed and treated with Br2 (3.1 mL, 59.1 mmol). The bi-phasic mixture is stirred slowly for 2 h, then vigorously for 1 h. The layers are separated and the aqueous layer is extracted with CH2Cl2 (2×50 mL). The organics are dried (Na2SO4) and concentrated under reduced pressure without heat. The residue is dissolve...